Dataset: the Open Reaction Database (ORD), a public repository of structured organic reaction records. Task: describe an organic reaction: reactants, conditions, products, and yield Starting materials: N1=CNC2=C1C=CC(=C2)C(=O)O (benzimidazole-5-carboxylic acid), CN (methylamine). Yields the product CNC(=O)C1=CC2=C(NC=N2)C=C1 (N-Methyl-1H-benzimidazole-5-carboxamide). Yield: 67.0%. Reaction SMILES: [N:1]1[C:5]2[CH:6]=[CH:7][C:8]([C:10]([OH:12])=O)=[CH:9][C:4]=2[NH:3][CH:2]=1.[CH3:13][NH2:14]>>[CH3:13][NH:14][C:10]([C:8]1[CH:7]=[CH:6][C:5]2[NH:1][CH:2]=[N:3][C:4]=2[CH:9]=1)=[O:12]. Reported procedure: In a procedure analogous to example 20, reaction of benzimidazole-5-carboxylic acid and aqueous methylamine furnished the product in 67% yield. Reactants: Brc1ccccc1, CC(C)(C)[Si](C)(C)OCCCN1C(=O)CCNC1=O, O=C([O-])[O-], [Cs+], [Cs+], C1COCCO1, O=C(C=Cc1ccccc1)C=Cc1ccccc1, O=C(C=Cc1ccccc1)C=Cc1ccccc1, O=C(C=Cc1ccccc1)C=Cc1ccccc1, [Pd], [Pd]. The product is CC(C)(C)[Si](C)(C)OCCCN1C(=O)CCN(c2ccccc2)C1=O. Reaction SMILES: [Br:20][c:21]1[cH:22][cH:23][cH:24][cH:25][cH:26]1.[C:1]([CH3:2])([CH3:3])([CH3:4])[Si:5]([O:6][CH2:7][CH2:8][CH2:9][N:10]1[C:11](=[O:17])[NH:12][CH2:13][CH2:14][C:15]1=[O:16])([CH3:18])[CH3:19].[C:27](=[O:28])([O-:29])[O-:30].[Cs+:31].[Cs+:32].[O:33]1[CH2:34][CH2:35][O:36][CH2:37][CH2:38]1.[O:41]=[C:42]([CH:43]=[CH:44][c:45]1[cH:46][cH:47][cH:48][cH:49][cH:50]1)[CH:51]=[CH:52][c:53]1[cH:54][cH:55][cH:56][cH:57][cH:58]1.[O:59]=[C:60]([CH:61]=[CH:62][c:63]1[cH:64][cH:65][cH:66][cH:67][cH:68]1)[CH:69]=[CH:70][c:71]1[cH:72][cH:73][cH:74][cH:75][cH:76]1.[O:77]=[C:78]([CH:79]=[CH:80][c:81]1[cH:82][cH:83][cH:84][cH:85][cH:86]1)[CH:87]=[CH:88][c:89]1[cH:90][cH:91][cH:92][cH:93][cH:94]1.[Pd:39].[Pd:40]>>[C:1]([CH3:2])([CH3:3])([CH3:4])[Si:5]([O:6][CH2:7][CH2:8][CH2:9][N:10]1[C:11](=[O:17])[N:12]([c:21]2[cH:22][cH:23][cH:24][cH:25][cH:26]2)[CH2:13][CH2:14][C:15]1=[O:16])([CH3:18])[CH3:19]. The reactants are O[C@@H]1C(C2CCC=3C4=CC[C@H]([C@H](CC=O)C)[C@]4(CCC3[C@]2(CC1)C)C)(C)C ((20S)-3β-hydroxy-4,4,20-trimethyl-pregna-8,14-dien-21-carbaldehyde), N1CCCC1 (pyrrolidine), C(C)(=O)O[BH-](OC(C)=O)OC(C)=O.[Na+] (sodium tris(acetoxy)borohydride). Product: N1(CCCC1)CC[C@H](C)[C@H]1CC=C2C=3CC[C@H]4C([C@H](CC[C@]4(C)C3CC[C@]12C)O)(C)C ((20S)-20-[(pyrrolidin-1-yl)ethyl]-4,4-dimethyl-5α-pregna-8,14-dien-3β-ol). RXN SMILES: [OH:1][C@H:2]1[CH2:23][CH2:22][C@@:21]2([CH3:24])[CH:4]([CH2:5][CH2:6][C:7]3[C:8]4[C@:17]([CH3:25])([CH2:18][CH2:19][C:20]=32)[C@@H:11]([C@@H:12]([CH3:16])[CH2:13][CH:14]=O)[CH2:10][CH:9]=4)[C:3]1([CH3:27])[CH3:26].[NH:28]1[CH2:32][CH2:31][CH2:30][CH2:29]1.C(O[BH-](OC(=O)C)OC(=O)C)(=O)C.[Na+]>>[N:28]1([CH2:14][CH2:13][C@@H:12]([C@@H:11]2[C@:17]3([CH3:25])[C:8]([C:7]4[CH2:6][CH2:5][C@@H:4]5[C@:21]([C:20]=4[CH2:19][CH2:18]3)([CH3:24])[CH2:22][CH2:23][C@H:2]([OH:1])[C:3]5([CH3:26])[CH3:27])=[CH:9][CH2:10]2)[CH3:16])[CH2:32][CH2:31][CH2:30][CH2:29]1 |f:2.3|. Reported procedure: (20S)-3β-hydroxy-4,4,20-trimethyl-pregna-8,14-dien-21-carbaldehyde was treated with pyrrolidine and sodium tris(acetoxy)borohydride as described in Example 9d). (20S)-20-[(pyrrolidin-1-yl)ethyl]-4,4-dimethyl-5α-pregna-8,14-dien-3β-ol was isolated as a white solid. The reactants are C1COCCN1, CCO, Cc1nc(Cl)nc(N)c1[N+](=O)[O-]. Yields the product Cc1nc(N2CCOCC2)nc(N)c1[N+](=O)[O-]. Reaction SMILES: [CH2:13]1[CH2:14][O:15][CH2:16][CH2:17][NH:18]1.[CH3:19][CH2:20][OH:21].[NH2:1][c:2]1[n:3][c:4]([Cl:12])[n:5][c:6]([CH3:11])[c:7]1[N+:8](=[O:9])[O-:10]>>[NH2:1][c:2]1[n:3][c:4]([N:18]2[CH2:13][CH2:14][O:15][CH2:16][CH2:17]2)[n:5][c:6]([CH3:11])[c:7]1[N+:8](=[O:9])[O-:10]. Reactants: Cl.CN(CCCN=C=NCC)C (N-[3-(dimethylamino)propyl]-N′-ethylcarbodiimide hydrochloride), N1C(CC2=CC=CC=C12)C(=O)OCC (ethyl indoline-2-carboxylate), o-benzyl-D-lactic acid, CN(C)C=O (DMF). Run in N1=CC=CC=C1 (pyridine). Conditions: time 18 hour. Product: C(C)OC(=O)C1N(C2=CC=CC=C2C1)C([C@@H](C)OCC1=CC=CC=C1)=O (1-((R)-2-benzyloxypropionyl)-2,3-dihydro-1H-indole-2-carboxylic acid ethyl ester). Reaction SMILES: Cl.CN(C)[CH2:4][CH2:5][CH2:6]N=C=NCC.[NH:13]1[C:21]2[C:16](=[CH:17][CH:18]=[CH:19][CH:20]=2)[CH2:15][CH:14]1[C:22]([O:24][CH2:25][CH3:26])=[O:23].CN([CH:30]=[O:31])C>N1C=CC=CC=1>[CH2:25]([O:24][C:22]([CH:14]1[CH2:15][C:16]2[C:21](=[CH:20][CH:19]=[CH:18][CH:17]=2)[N:13]1[C:30](=[O:31])[C@H:22]([O:24][CH2:25][C:4]1[CH:5]=[CH:6][CH:17]=[CH:16][CH:15]=1)[CH3:14])=[O:23])[CH3:26] |f:0.1|. Procedure details: 16.6 g of N-[3-(dimethylamino)propyl]-N′-ethylcarbodiimide hydrochloride and then 10 g of ethyl indoline-2-carboxylate are added to a solution of 12.6 g of o-benzyl-D-lactic acid in 30 ml of DMF and 10.6 ml of pyridine. The reaction medium is stirred at ambient temperature for 18 hours. The reaction medium is concentrated under reduced pressure to ⅔ of the volume of the reaction medium. Ethyl acetate and water are added. After settling out, the organic phase is dried over magnesium sulfate, filt... Reactants: BrC1=CC=C(C=C1)[Mg]Br (4-bromophenylmagnesium bromide), C(C(C)C)=O (isobutyraldehyde). Run in CCOCC (ether). Yields the product BrC1=CC=C(C=C1)C(C(C)C)O (1-(4-bromophenyl)-2-methylpropan-1-ol). As a reaction SMILES: [Br:1][C:2]1[CH:7]=[CH:6][C:5]([Mg]Br)=[CH:4][CH:3]=1.[CH:10](=[O:14])[CH:11]([CH3:13])[CH3:12]>CCOCC>[Br:1][C:2]1[CH:7]=[CH:6][C:5]([CH:10]([OH:14])[CH:11]([CH3:13])[CH3:12])=[CH:4][CH:3]=1. Reported procedure: A solution of 4-bromophenylmagnesium bromide in ether was treated with isobutyraldehyde to give 1-(4-bromophenyl)-2-methylpropan-1-ol, b.p. 152°-154°C./15mm. This was dehydrated with polyphosphoric acid at 20°C., to give 1-bromo-4-(2-methyl-1-propenyl)benzene, b.p. 110°-112°C./6mm, which was hydrogenated in an ether/ethanol solvent containing 50% hydrobromic acid (2% by volume of solvent) over platinum oxide to give the desired product, b.p. 120°-122°C./22mm.